Dataset: the Open Reaction Database (ORD), a public repository of structured organic reaction records. Task: describe an organic reaction: reactants, conditions, products, and yield The reactants are Cc1ccc(-c2nc(N)nc3c2nnn3Cc2cc([N+](=O)[O-])ccn2)o1, CCO, CO, [Cl-], [NH4+], O, [Zn]. Yields the product Cc1ccc(-c2nc(N)nc3c2nnn3Cc2cc(NO)ccn2)o1. As a reaction SMILES: [CH3:1][c:2]1[cH:3][cH:4][c:5](-[c:7]2[c:8]3[c:9]([n:10][c:11]([NH2:13])[n:12]2)[n:14]([CH2:17][c:18]2[n:19][cH:20][cH:21][c:22]([N+:24](=[O:25])[O-:26])[cH:23]2)[n:15][n:16]3)[o:6]1.[CH3:29][CH2:30][OH:31].[CH3:32][OH:33].[Cl-:27].[NH4+:28].[OH2:34].[Zn:35]>>[CH3:1][c:2]1[cH:3][cH:4][c:5](-[c:7]2[c:8]3[c:9]([n:10][c:11]([NH2:13])[n:12]2)[n:14]([CH2:17][c:18]2[n:19][cH:20][cH:21][c:22]([NH:24][OH:25])[cH:23]2)[n:15][n:16]3)[o:6]1.